Dataset: the Open Reaction Database (ORD), a public repository of structured organic reaction records. Task: describe an organic reaction: reactants, conditions, products, and yield Starting materials: C(=O)(N1C=NC=C1)N1C=NC=C1 (1,1′-carbonyldiimidazole), N1CCCC2=CC=CC(=C12)N (1,2,3,4-tetrahydro-8-quinolineamine). Solvent: O1CCCC1 (tetrahydrofuran), O1CCCC1 (tetrahydrofuran). Run at time 4 hour. Product: N1C(N2CCCC3=CC=CC1=C23)=O (5,6-Dihydro-4H-imidazo[4,5,1-ij]quinolin-2(1H)-one). As a reaction SMILES: [C:1](N1C=CN=C1)(N1C=CN=C1)=[O:2].[NH:13]1[C:22]2[C:17](=[CH:18][CH:19]=[CH:20][C:21]=2[NH2:23])[CH2:16][CH2:15][CH2:14]1>O1CCCC1>[NH:23]1[C:21]2=[C:22]3[C:17](=[CH:18][CH:19]=[CH:20]2)[CH2:16][CH2:15][CH2:14][N:13]3[C:1]1=[O:2]. Reported procedure: A suspension of 1,1′-carbonyldiimidazole in tetrahydrofuran was added to a solution of 1,2,3,4-tetrahydro-8-quinolineamine (10 g) obtained in Reference Example 130 in tetrahydrofuran (100 ml), and the mixture was stirred at room temperature at 4 hours. The reaction mixture was concentrated to give a brown solid (11 g). Further recrystallization from water-ethyl estate afforded the title compound as colorless crystals (10 g).